This data is from the Open Reaction Database (ORD), a public repository of structured organic reaction records. The task is: describe an organic reaction: reactants, conditions, products, and yield The reactants are FC=1C=CC(=C(C1)C)[N+](=O)[O-] (5-fluoro-2-nitrotoluene), CN1C(CCC1)=O (N-methylpyrrolidinone), NCCCCCO (5-amino-1-pentanol), C(=O)([O-])[O-].[K+].[K+] (K2CO3). Run in O (water). Run at temperature 60 celsius. The product is [N+](=O)([O-])C1=C(C=C(C=C1)NCCCCCO)C (5-(4-nitro-3-methylphenylamino)pentan-1-ol). Yield: 77.5%. Reaction SMILES: F[C:2]1[CH:3]=[CH:4][C:5]([N+:9]([O-:11])=[O:10])=[C:6]([CH3:8])[CH:7]=1.CN1CCCC1=O.[NH2:19][CH2:20][CH2:21][CH2:22][CH2:23][CH2:24][OH:25].C([O-])([O-])=O.[K+].[K+]>O>[N+:9]([C:5]1[CH:4]=[CH:3][C:2]([NH:19][CH2:20][CH2:21][CH2:22][CH2:23][CH2:24][OH:25])=[CH:7][C:6]=1[CH3:8])([O-:11])=[O:10] |f:3.4.5|. Procedure: 2 g of 5-fluoro-2-nitrotoluene were added to a solution of 20 ml of N-methylpyrrolidinone, 1.6 g of 5-amino-1-pentanol and 2.14 g of K2CO3. The reaction medium was heated at 60° C. for 8 hours and, after cooling to room temperature, was then poured into a water and ice mixture. The yellow precipitate formed was filtered off, reslurried in water and then dried over P2O5. 2.38 g of 5-(4-nitro-3-methylphenylamino)pentan-1-ol (17) were obtained. Reactants: C(C)(=O)OCC1=CC=C(C=C1)C(C(C(=O)OC(C)(C)C)=NO)=O (tert-Butyl 3-(4-acetoxymethylphenyl)-2-hydroxyimino-3-oxopropionate), C1(=CC=CC2=CC=CC=C12)CN (1-naphthylmethylamine). The product is C(C)(=O)OCC1=CC=C(C=C1)C1=C(N=C(N1)C1=CC=CC2=CC=CC=C12)C(=O)OC(C)(C)C (tert-Butyl 5-(4-acetoxymethylphenyl)-2-(1-naphthyl)imidazole-4-carboxylate). The yield is 39.7%. RXN SMILES: [C:1]([O:4][CH2:5][C:6]1[CH:11]=[CH:10][C:9]([C:12](=O)[C:13](=[N:21]O)[C:14]([O:16][C:17]([CH3:20])([CH3:19])[CH3:18])=[O:15])=[CH:8][CH:7]=1)(=[O:3])[CH3:2].[C:24]1([CH2:34][NH2:35])[C:33]2[C:28](=[CH:29][CH:30]=[CH:31][CH:32]=2)[CH:27]=[CH:26][CH:25]=1>>[C:1]([O:4][CH2:5][C:6]1[CH:11]=[CH:10][C:9]([C:12]2[NH:35][C:34]([C:24]3[C:33]4[C:28](=[CH:29][CH:30]=[CH:31][CH:32]=4)[CH:27]=[CH:26][CH:25]=3)=[N:21][C:13]=2[C:14]([O:16][C:17]([CH3:20])([CH3:19])[CH3:18])=[O:15])=[CH:8][CH:7]=1)(=[O:3])[CH3:2]. Reported procedure: tert-Butyl 3-(4-acetoxymethylphenyl)-2-hydroxyimino-3-oxopropionate (19.2 g) and 1-naphthylmethylamine (11.3 g) were reacted and treated in the same manner as in Starting Material Synthetic Example 1 to give tert-butyl 5-(4-acetoxymethylphenyl)-2-(1-naphthyl)-imidazole-4-carboxylate (10.5 g), melting point 162-164° C. (2) tert-Butyl 5-(4-acetoxymethylphenyl)-2-(1-naphthyl)imidazole-4-carboxylate (10.5 g) was reacted and treated in the same manner as in Example 31 to give 5-(4-acetoxymethylphenyl...